Dataset: the Open Reaction Database (ORD), a public repository of structured organic reaction records. Task: describe an organic reaction: reactants, conditions, products, and yield The reactants are Cc1cc(C)nc(C)c1, CCOC(=O)Cl, COc1ccc(Cc2ccccc2OC2OC(CO)C(O)C(O)C2O)cc1, O=C(O)CC(O)(CC(=O)O)C(=O)O. Product: CCOC(=O)OCC1OC(Oc2ccccc2Cc2ccc(OC)cc2)C(O)C(O)C1O. RXN SMILES: [CH3:47][c:48]1[cH:49][c:50]([CH3:51])[cH:52][c:53]([CH3:54])[n:55]1.[Cl:28][C:29](=[O:30])[O:31][CH2:32][CH3:33].[O:1]([CH:2]1[CH:3]([OH:4])[CH:5]([OH:6])[CH:7]([OH:8])[CH:9]([CH2:11][OH:12])[O:10]1)[c:13]1[c:14]([CH2:19][c:20]2[cH:21][cH:22][c:23]([O:26][CH3:27])[cH:24][cH:25]2)[cH:15][cH:16][cH:17][cH:18]1.[OH:34][C:35]([CH2:36][C:37]([C:38](=[O:39])[OH:40])([CH2:41][C:42](=[O:43])[OH:44])[OH:45])=[O:46]>>[O:1]([CH:2]1[CH:3]([OH:4])[CH:5]([OH:6])[CH:7]([OH:8])[CH:9]([CH2:11][O:12][C:29](=[O:30])[O:31][CH2:32][CH3:33])[O:10]1)[c:13]1[c:14]([CH2:19][c:20]2[cH:21][cH:22][c:23]([O:26][CH3:27])[cH:24][cH:25]2)[cH:15][cH:16][cH:17][cH:18]1. Reactants: C(C)(=O)C1=NC(=CC=C1)Br (2-acetyl-6-bromopyridine), C(C#C)O (propargyl alcohol), PdCl2 (P(Ph)3)2. The reagents and catalysts are [Cu]I (CuI). The solvent is C(C)N(CC)CC (triethylamine), O (water). Reaction conditions: time 6 hour. The product is C(C)(=O)C1=NC(=CC=C1)CC#CO (2-acetyl-6-(3-hydroxy-2-propynyl)pyridine). Isolated yield 49.1%. As a reaction SMILES: [C:1]([C:4]1[CH:9]=[CH:8][CH:7]=[C:6](Br)[N:5]=1)(=[O:3])[CH3:2].[CH2:11]([OH:14])[C:12]#[CH:13]>C(N(CC)CC)C.O.[Cu]I>[C:1]([C:4]1[CH:9]=[CH:8][CH:7]=[C:6]([CH2:13][C:12]#[C:11][OH:14])[N:5]=1)(=[O:3])[CH3:2]. Reported procedure: A suspension of 3 g (15.1 mmol) of 2-acetyl-6-bromopyridine, 0.89 g (15.9 mmol) of propargyl alcohol, 0.078 g of CuI, 300 mg of PdCl2 (P(Ph)3)2 in 60 ml of triethylamine was stirred under nitrogen at room temperature for 6 h. The mixture was diluted with water, extracted with ether, and the organic layer was washed with water (2x), brine, and dried over magnesium sulfate. The organic solution was concentrated in vacuo and the residue was purified by MPLC (silica gel 60, hexane/ethyl acetate, 1:1... The reactants are C(C=C)OC(=O)N1[C@@H](C[C@@H](C1)SC(=O)OC(C)(C)C)C=O ((2S,4S)-2-formyl4-BOCsulfanyl-pyrrolidine-1-carboxylic acid allyl ester), C(C)O (ethanol), C1(=CC=CC2=CC=CC=C12)N (1-naphthylamine), 3A, C(#N)[BH3-].[Na+] (sodium cyanoborohydride). The solvent is C(C)(=O)O (Acetic acid). Reaction conditions: time 6 hour. The product is C(C=C)OC(=O)N1[C@@H](C[C@@H](C1)SC(=O)OC(C)(C)C)CNC1=CC=CC2=CC=CC=C12 ((2S,4S)-1-allyloxycarbonyl-2[(naphthalen-1-ylamino )-methyl]-4-BOCsulfanylpyrrolidine). Yield: 56.1%. As a reaction SMILES: [CH2:1]([O:4][C:5]([N:7]1[CH2:11][C@@H:10]([S:12][C:13]([O:15][C:16]([CH3:19])([CH3:18])[CH3:17])=[O:14])[CH2:9][C@H:8]1[CH:20]=O)=[O:6])[CH:2]=[CH2:3].C(O)C.[C:25]1([NH2:35])[C:34]2[C:29](=[CH:30][CH:31]=[CH:32][CH:33]=2)[CH:28]=[CH:27][CH:26]=1.C([BH3-])#N.[Na+]>C(O)(=O)C>[CH2:1]([O:4][C:5]([N:7]1[CH2:11][C@@H:10]([S:12][C:13]([O:15][C:16]([CH3:17])([CH3:18])[CH3:19])=[O:14])[CH2:9][C@H:8]1[CH2:20][NH:35][C:25]1[C:34]2[C:29](=[CH:30][CH:31]=[CH:32][CH:33]=2)[CH:28]=[CH:27][CH:26]=1)=[O:6])[CH:2]=[CH2:3] |f:3.4|. Reported procedure: A mixture of (2S,4S)-2-formyl4-BOCsulfanyl-pyrrolidine-1-carboxylic acid allyl ester (compound(1)) ( 711 mg), ethanol(25 ml), 1-naphthylamine(333 mg) and 3A molecular sieves(4.5 g.) was stirred under an argon atmosphere at ambient temperature for 6 hours. Acetic acid (0.4 ml) was added followed by sodium cyanoborohydride(l 70 mg). The mixture was then stirred for a further 20 hours when the sieves were removed by filtration. The filtrate was concentrated under reduced pressure and the residue ap... The reactants are Br.C[C@@H]1NCCC1 ((2S)-2-Methylpyrrolidine hydrobromide), CS(=O)(=O)OCCC=1OC2=C(C1)C=C(C=C2)C2=NC=C(C=C2)C(=O)N2CCOCC2 (2-{5-[5-(4-morpholinylcarbonyl)-2-pyridinyl]-1-benzofuran-2-yl}ethyl methanesulfonate). The product is C[C@@H]1N(CCC1)CCC=1OC2=C(C1)C=C(C=C2)C2=CC=C(C=N2)C(=O)N2CCOCC2 (4-{[6-(2-{2-[(2S)-methylpyrrolidinyl]ethyl}-1-benzofuran-5-yl)-3-pyridinyl]carbonyl}morpholine). As a reaction SMILES: Br.[CH3:2][C@H:3]1[CH2:7][CH2:6][CH2:5][NH:4]1.CS(O[CH2:13][CH2:14][C:15]1[O:16][C:17]2[CH:23]=[CH:22][C:21]([C:24]3[CH:29]=[CH:28][C:27]([C:30]([N:32]4[CH2:37][CH2:36][O:35][CH2:34][CH2:33]4)=[O:31])=[CH:26][N:25]=3)=[CH:20][C:18]=2[CH:19]=1)(=O)=O>>[CH3:2][C@H:3]1[CH2:7][CH2:6][CH2:5][N:4]1[CH2:13][CH2:14][C:15]1[O:16][C:17]2[CH:23]=[CH:22][C:21]([C:24]3[N:25]=[CH:26][C:27]([C:30]([N:32]4[CH2:37][CH2:36][O:35][CH2:34][CH2:33]4)=[O:31])=[CH:28][CH:29]=3)=[CH:20][C:18]=2[CH:19]=1 |f:0.1|. Procedure: (2S)-2-Methylpyrrolidine hydrobromide and the product from Example 44E (2-{5-[4-(4-morpholinylcarbonyl)phenyl]-1-benzofuran-2-yl}ethyl methanesulfonate) are processed as described in Example 1D to provide the titled compound.